From a dataset of the Open Reaction Database (ORD), a public repository of structured organic reaction records. describe an organic reaction: reactants, conditions, products, and yield Starting materials: ClC1=NC(=NC(=C1F)NN)SC (4-chloro-5-fluoro-6-hydrazino-2-(methylthio)pyrimidine), C1(CCCC1)C[C@@H](C(=O)O)CN(OC1OCCCC1)C=O ((2R)-3-cyclopentyl-2-{[formyl(tetrahydro-2H-pyran-2-yloxy)amino]methyl}propanoic acid), C1=CC2=C(N=C1)N(N=N2)O (HOAt), CCN=C=NCCCN(C)C (EDCI), CN1CCOCC1 (N-methyl morpholine). Solvent: CN(C)C=O (DMF), ethyl acetate hexanes. Run at time 8 hour. The product is ClC1=C(C(=NC(=N1)SC)NNC([C@@H](CN(C=O)OC1OCCCC1)CC1CCCC1)=O)F ([(2R)-3-{2-[6-chloro-5-fluoro-2-(methylthio)-4-pyrimidinyl]hydrazino}-2-(cyclopentylmethyl)-3-oxopropyl](tetrahydro-2H-pyran-2-yloxy)formamide). Yield: 56.6%. Reaction SMILES: [Cl:1][C:2]1[C:7]([F:8])=[C:6]([NH:9][NH2:10])[N:5]=[C:4]([S:11][CH3:12])[N:3]=1.[CH:13]1([CH2:18][C@H:19]([CH2:23][N:24]([CH:32]=[O:33])[O:25][CH:26]2[CH2:31][CH2:30][CH2:29][CH2:28][O:27]2)[C:20](O)=[O:21])[CH2:17][CH2:16][CH2:15][CH2:14]1.C1C=NC2N(O)N=NC=2C=1.CCN=C=NCCCN(C)C.CN1CCOCC1>CN(C=O)C>[Cl:1][C:2]1[N:3]=[C:4]([S:11][CH3:12])[N:5]=[C:6]([NH:9][NH:10][C:20](=[O:21])[C@H:19]([CH2:18][CH:13]2[CH2:14][CH2:15][CH2:16][CH2:17]2)[CH2:23][N:24]([O:25][CH:26]2[CH2:31][CH2:30][CH2:29][CH2:28][O:27]2)[CH:32]=[O:33])[C:7]=1[F:8]. Procedure details: A mixture of 4-chloro-5-fluoro-6-hydrazino-2-(methylthio)pyrimidine (9.70 g, 46.5 mmol), (2R)-3-cyclopentyl-2-{[formyl(tetrahydro-2H-pyran-2-yloxy)amino]methyl}propanoic acid (19.9 g, 46.5 mmol), HOAt (6.96 g, 51.2 mmol), EDCI (9.82 g, 51.2 mmol) and N-methyl morpholine (25.6 mL, 232.5 mmol) in DMF (300 mL) was stirred at room temperature overnight. The reaction mixture was diluted with ethyl acetate/hexanes (3:2, 1 L) and washed with water (3×500 mL), and the organics were dried (Na2SO4) and co... Starting materials: CC(C)(C)OC(=O)CBr, CC(C)(C)[Si](C)(C)Oc1ccc2c(Cl)c[nH]c2c1, O=C([O-])[O-], [Cs+], [Cs+], CN(C)C=O. Product: CC(C)(C)OC(=O)Cn1cc(Cl)c2ccc(O[Si](C)(C)C(C)(C)C)cc21. Reaction SMILES: [C:19]([CH3:20])([CH3:21])([CH3:22])[O:23][C:24]([CH2:25][Br:26])=[O:27].[C:1]([CH3:2])([CH3:3])([CH3:4])[Si:5]([O:6][c:7]1[cH:8][cH:9][c:10]2[c:11]([Cl:16])[cH:12][nH:13][c:14]2[cH:15]1)([CH3:17])[CH3:18].[C:28](=[O:29])([O-:30])[O-:31].[Cs+:32].[Cs+:33].[O:34]=[CH:35][N:36]([CH3:37])[CH3:38]>>[C:1]([CH3:2])([CH3:3])([CH3:4])[Si:5]([O:6][c:7]1[cH:8][cH:9][c:10]2[c:11]([Cl:16])[cH:12][n:13]([CH2:25][C:24]([O:23][C:19]([CH3:20])([CH3:21])[CH3:22])=[O:27])[c:14]2[cH:15]1)([CH3:17])[CH3:18]. Starting materials: C1(CCCCCC1)N1NC(C1=O)(C)C (2-Cycloheptyl-4,4-dimethyl-1,2-diazetidin-3-one), ClC1=C(CBr)C=C(C=C1)F (2-chloro-5-fluorobenzyl bromide). The product is ClC1=C(CN2N(C(C2(C)C)=O)C2CCCCCC2)C=C(C=C1)F (1-(2-chloro-5-fluorobenzyl)-2-cycloheptyl-4,4-dimethyl-1,2-diazetidin-3-one). Reaction SMILES: [CH:1]1([N:8]2[C:11](=[O:12])[C:10]([CH3:14])([CH3:13])[NH:9]2)[CH2:7][CH2:6][CH2:5][CH2:4][CH2:3][CH2:2]1.[Cl:15][C:16]1[CH:23]=[CH:22][C:21]([F:24])=[CH:20][C:17]=1[CH2:18]Br>>[Cl:15][C:16]1[CH:23]=[CH:22][C:21]([F:24])=[CH:20][C:17]=1[CH2:18][N:9]1[C:10]([CH3:14])([CH3:13])[C:11](=[O:12])[N:8]1[CH:1]1[CH2:2][CH2:3][CH2:4][CH2:5][CH2:6][CH2:7]1. Procedure: 2-Cycloheptyl-4,4-dimethyl-1,2-diazetidin-3-one and 2-chloro-5-fluorobenzyl bromide were used for a similar reaction and treatment as Process 6 of Example 1, and the title compound was obtained as a colorless oil. Starting materials: C(=C)OCC1CCN(CC1)C(=O)OC(C)(C)C (tert-butyl 4-[(vinyloxy)methyl]piperidine-1-carboxylate), C(C)[Zn]CC (diethylzinc), [Cl-].[NH4+] (ammonium chloride), ClCI (chloroiodomethane). The solvent is ClCCCl (1,2-dichloroethane), ClCCCl (1,2-dichloroethane). Reaction conditions: temperature -40 celsius, time 30 minute. Product: C1(CC1)OCC1CCN(CC1)C(=O)OC(C)(C)C (tert-butyl 4-[(cyclopropyloxy)methyl]piperidine-1-carboxylate). Reaction SMILES: [CH2:1]([Zn]CC)C.[CH:6]([O:8][CH2:9][CH:10]1[CH2:15][CH2:14][N:13]([C:16]([O:18][C:19]([CH3:22])([CH3:21])[CH3:20])=[O:17])[CH2:12][CH2:11]1)=[CH2:7].ClCI.[Cl-].[NH4+]>ClCCCl>[CH:6]1([O:8][CH2:9][CH:10]2[CH2:15][CH2:14][N:13]([C:16]([O:18][C:19]([CH3:22])([CH3:21])[CH3:20])=[O:17])[CH2:12][CH2:11]2)[CH2:1][CH2:7]1 |f:3.4|. Procedure details: Under a nitrogen atmosphere, 63 mL of diethylzinc (1.0 M hexane solution) was added to 92 mL of 1,2-dichloroethane at −40° C., and subsequently a solution of 2.5 g of tert-butyl 4-[(vinyloxy)methyl]piperidine-1-carboxylate in 134 mL of 1,2-dichloroethane was added thereto, followed by stirring at −40° C. for 30 minutes. 7.5 mL of chloroiodomethane was added thereto, followed by stirring for 4 hours while elevating the temperature from −40° C. to −15° C. To the reaction mixture was added portionw... Reactants: [N+](=O)([O-])C=1C=C(C(O)=CC1)O (4-nitrocatechol), C(CCCCCCCCCCCCCCCCC)(=O)Cl (octadecanoyl chloride). Yields the product O=C(CCCCCCCCCCCCCCCCC)OC=1C=C(C=CC1OC(CCCCCCCCCCCCCCCCC)=O)[N+](=O)[O-] (3,4-bis [(1-oxooctadecyl)oxy]nitrobenzene). Reaction SMILES: [N+:1]([C:4]1[CH:5]=[C:6]([OH:11])[C:7](=[CH:9][CH:10]=1)[OH:8])([O-:3])=[O:2].[C:12](Cl)(=[O:30])[CH2:13][CH2:14][CH2:15][CH2:16][CH2:17][CH2:18][CH2:19][CH2:20][CH2:21][CH2:22][CH2:23][CH2:24][CH2:25][CH2:26][CH2:27][CH2:28][CH3:29]>>[O:30]=[C:12]([O:11][C:6]1[CH:5]=[C:4]([N+:1]([O-:3])=[O:2])[CH:10]=[CH:9][C:7]=1[O:8][C:12](=[O:30])[CH2:13][CH2:14][CH2:15][CH2:16][CH2:17][CH2:18][CH2:19][CH2:20][CH2:21][CH2:22][CH2:23][CH2:24][CH2:25][CH2:26][CH2:27][CH2:28][CH3:29])[CH2:13][CH2:14][CH2:15][CH2:16][CH2:17][CH2:18][CH2:19][CH2:20][CH2:21][CH2:22][CH2:23][CH2:24][CH2:25][CH2:26][CH2:27][CH2:28][CH3:29]. Reported procedure: Using this procedure, the reaction of 4-nitrocatechol with octadecanoyl chloride gave 3,4-bis [(1-oxooctadecyl)oxy]nitrobenzene (mp 68°-70°) The structure was confirmed by the nmr spectrum.